Dataset: the Open Reaction Database (ORD), a public repository of structured organic reaction records. Task: describe an organic reaction: reactants, conditions, products, and yield Starting materials: CC(C)(C)[Si](C)(C)Cl, CN(C)C=O, CC(O)c1ncnc2nc[nH]c12, c1c[nH]cn1. Product: CC(O[Si](C)(C)C(C)(C)C)c1ncnc2nc[nH]c12. RXN SMILES: [C:18]([CH3:19])([CH3:20])([CH3:21])[Si:22]([CH3:23])([CH3:24])[Cl:25].[CH3:26][N:27]([CH3:28])[CH:29]=[O:30].[n:1]1[cH:2][n:3][c:4]2[n:5][cH:6][nH:7][c:8]2[c:9]1[CH:10]([CH3:11])[OH:12].[nH:13]1[cH:14][cH:15][n:16][cH:17]1>>[n:1]1[cH:2][n:3][c:4]2[n:5][cH:6][nH:7][c:8]2[c:9]1[CH:10]([CH3:11])[O:12][Si:22]([C:18]([CH3:19])([CH3:20])[CH3:21])([CH3:23])[CH3:24]. Reactants: C12(CCCC2C1)C=1OC2=C(C1C(=O)NC)C=C(C(=C2)N(S(=O)(=O)C)C)B2OC(C(O2)(C)C)(C)C (2-(bicyclo[3.1.0]hexan-1-yl)-N-methyl-6-(N-methylmethylsulfonamido)-5-(4,4,5,5-tetramethyl-1,3,2-dioxaborolan-2-yl)benzofuran-3-carboxamide), ClC=1C=CC2=C(C=3N(C=4C=CC=C(C4C3)F)CO2)N1 (2-chloro-11-fluoro-6H-pyrido[2′,3′:5,6][1,3]oxazino[3,4-a]indole), [O-]P(=O)([O-])[O-].[K+].[K+].[K+] (K3PO4), Pd(dba)3, CC(C)C1=CC(=C(C(=C1)C(C)C)C2=C(C=CC=C2)P(C3CCCCC3)C4CCCCC4)C(C)C (X-Phos). Run in O1CCOCC1 (1,4-Dioxane), O (H2O). Run at temperature 110 celsius, time 2 hour. Product: C12(CCCC2C1)C=1OC2=C(C1C(=O)NC)C=C(C(=C2)N(S(=O)(=O)C)C)C=2C=CC1=C(C=3N(C=4C=CC=C(C4C3)F)CO1)N2 (2-(bicyclo[3.1.0]hexan-1-yl)-5-(11-fluoro-6H-pyrido[2′,3′:5,6][1,3]oxazino[3,4-a]indol-2-yl)-N-methyl-6-(N-methylmethylsulfonamido)benzofuran-3-carboxamide). Isolated yield 16.6%. Reaction SMILES: [C:1]12([C:7]3[O:8][C:9]4[CH:19]=[C:18]([N:20]([CH3:25])[S:21]([CH3:24])(=[O:23])=[O:22])[C:17](B5OC(C)(C)C(C)(C)O5)=[CH:16][C:10]=4[C:11]=3[C:12]([NH:14][CH3:15])=[O:13])[CH2:6][CH:5]1[CH2:4][CH2:3][CH2:2]2.Cl[C:36]1[CH:37]=[CH:38][C:39]2[O:52][CH2:51][N:42]3[C:43]4[CH:44]=[CH:45][CH:46]=[C:47]([F:50])[C:48]=4[CH:49]=[C:41]3[C:40]=2[N:53]=1.[O-]P([O-])([O-])=O.[K+].[K+].[K+].CC(C1C=C(C(C)C)C(C2C=CC=CC=2P(C2CCCCC2)C2CCCCC2)=C(C(C)C)C=1)C>O1CCOCC1.O>[C:1]12([C:7]3[O:8][C:9]4[CH:19]=[C:18]([N:20]([CH3:25])[S:21]([CH3:24])(=[O:22])=[O:23])[C:17]([C:36]5[CH:37]=[CH:38][C:39]6[O:52][CH2:51][N:42]7[C:43]8[CH:44]=[CH:45][CH:46]=[C:47]([F:50])[C:48]=8[CH:49]=[C:41]7[C:40]=6[N:53]=5)=[CH:16][C:10]=4[C:11]=3[C:12]([NH:14][CH3:15])=[O:13])[CH2:6][CH:5]1[CH2:4][CH2:3][CH2:2]2 |f:2.3.4.5|. Procedure details: To a degassed solution of 2-(bicyclo[3.1.0]hexan-1-yl)-N-methyl-6-(N-methylmethylsulfonamido)-5-(4,4,5,5-tetramethyl-1,3,2-dioxaborolan-2-yl)benzofuran-3-carboxamide (100 mg, 0.20 mmol), 2-chloro-11-fluoro-6H-pyrido[2′,3′:5,6][1,3]oxazino[3,4-a]indole (67 mg, 0.24 mmol), K3PO4 (109 mg, 0.41 mmol) in 1,4-Dioxane (5 mL) and H2O (0.5 ml) was added Pd(dba)3 (5 mg), X-Phos (5 mg) under N2, then the mixture was stirred at 110° C. for 2 hours. The reaction mixture was cooled to RT and filtered. The fil... Reactants: Nc1ncc(Br)nc1Br, CS(C)=O, NCc1ccc(O)cc1. The product is Nc1ncc(Br)nc1NCc1ccc(O)cc1. As a reaction SMILES: [Br:1][c:2]1[c:3]([NH2:9])[n:4][cH:5][c:6]([Br:8])[n:7]1.[CH3:19][S:20]([CH3:21])=[O:22].[NH2:10][CH2:11][c:12]1[cH:13][cH:14][c:15]([OH:18])[cH:16][cH:17]1>>[c:2]1([NH:10][CH2:11][c:12]2[cH:13][cH:14][c:15]([OH:18])[cH:16][cH:17]2)[c:3]([NH2:9])[n:4][cH:5][c:6]([Br:8])[n:7]1. Reactants: O.C1(=CC=C(C=C1)S(=O)(=O)O)C (p-toluenesulfonic acid monohydrate), S1C(=NC2=C1C=CC=C2)COC2=CC(=C(C=C2)N(C(OC)=O)CCOC2OCCCC2)C (methyl N-[4-(benzothiazol-2-ylmethoxy)-2-methylphenyl]-N-[2-(2-tetrahydropyranyloxy)ethyl]carbamate), S1C(=NC2=C1C=CC=C2)COC2=CC(=C(C=C2)N(C(OC)=O)CCOC2OCCCC2)C (Methyl N-[4-(benzothiazol-2-ylmethoxy)-2-methylphenyl]-N-[2-(2-tetrahydropyranyloxy)ethyl]carbamate), S1C(=NC2=C1C=CC=C2)COC2=CC(=C(C=C2)NC(OC)=O)C (methyl N-[4-(benzothiazol-2-ylmethoxy)-2-methylphenyl]carbamate), O1C(CCCC1)OCCBr (2-(2-tetrahydropyranyloxy)ethyl bromide). The solvent is CO (methanol), O (water). Run at time 2 hour. Yields the product S1C(=NC2=C1C=CC=C2)COC2=CC(=C(C=C2)N(C(OC)=O)CCO)C (Methyl N-[4-(benzothiazol-2-ylmethoxy)-2-methylphenyl]-N-(2-hydroxyethyl)carbamate). Isolated yield 94.1%. RXN SMILES: [S:1]1[C:5]2[CH:6]=[CH:7][CH:8]=[CH:9][C:4]=2[N:3]=[C:2]1[CH2:10][O:11][C:12]1[CH:17]=[CH:16][C:15]([N:18]([CH2:23][CH2:24][O:25]C2CCCCO2)[C:19](=[O:22])[O:20][CH3:21])=[C:14]([CH3:32])[CH:13]=1.S1C2C=CC=CC=2N=C1COC1C=CC(NC(=O)OC)=C(C)C=1.O1CCCCC1OCCBr.O.C1(C)C=CC(S(O)(=O)=O)=CC=1>CO.O>[S:1]1[C:5]2[CH:6]=[CH:7][CH:8]=[CH:9][C:4]=2[N:3]=[C:2]1[CH2:10][O:11][C:12]1[CH:17]=[CH:16][C:15]([N:18]([CH2:23][CH2:24][OH:25])[C:19](=[O:22])[O:20][CH3:21])=[C:14]([CH3:32])[CH:13]=1 |f:3.4|. Procedure details: Methyl N-[4-(benzothiazol-2-ylmethoxy)-2-methylphenyl]-N-[2-(2-tetrahydropyranyloxy)ethyl]carbamate (Compound No. D1.119) was first prepared from methyl N-[4-(benzothiazol-2-ylmethoxy)-2-methylphenyl]carbamate (Compound No. C1.5, prepared as described in Example 21 below) and 2-(2-tetrahydropyranyloxy)ethyl bromide according to the general procedure of Example 13 above. A catalytic amount (approximately 10 mg) of p-toluenesulfonic acid monohydrate was added to a solution of 658.1 mg of the thus ...